This data is from the Open Reaction Database (ORD), a public repository of structured organic reaction records. The task is: describe an organic reaction: reactants, conditions, products, and yield Starting materials: CC1(C=CC2=C3C4=C(C=CC3=CC2=C1)C=CC(=C4)B(O)O)C (9,9-dimethyl-2-benzo[c]fluoreneboronic acid), C(=O)([O-])[O-].[K+].[K+] (K2CO3), N1=C(C=CC=C1)C1=CC=C(C=C1)B(O)O (4-(2-pyridyl)phenylboronic acid), C(=O)([O-])[O-].[K+].[K+] (K2CO3), resultant mixture, BrC=1C=C(C=C(C1)Br)C1=NC(=NC(=N1)C1=CC=CC=C1)C1=CC=CC=C1 (2-(3,5-dibromophenyl)-4,6-diphenyl-1,3,5-triazine), resultant suspension. Reagents/catalysts: C=1C=CC(=CC1)[P](C=2C=CC=CC2)(C=3C=CC=CC3)[Pd]([P](C=4C=CC=CC4)(C=5C=CC=CC5)C=6C=CC=CC6)([P](C=7C=CC=CC7)(C=8C=CC=CC8)C=9C=CC=CC9)[P](C=1C=CC=CC1)(C=1C=CC=CC1)C=1C=CC=CC1 (tetrakis(triphenylphosphine)palladium). Run in C1(=CC=CC=C1)C (toluene), C(C)O (ethanol). Conditions: temperature 80 celsius, time 3 hour. The product is CC1(C=CC2=C3C4=C(C=CC3=CC2=C1)C=CC(=C4)C=4C=C(C=C(C4)C4=CC=C(C=C4)C4=NC=CC=C4)C4=NC(=NC(=N4)C4=CC=CC=C4)C4=CC=CC=C4)C (2-[5-(9,9-dimethylbenzo[c]fluoren-2-yl)-4′-(2-pyridyl)biphenyl-3-yl]-4,6-diphenyl-1,3,5-triazine). Isolated yield 38.0%. As a reaction SMILES: [CH3:1][C:2]1([CH3:22])[CH:14]=[C:13]2[C:5](=[C:6]3[C:11](=[CH:12]2)[CH:10]=[CH:9][C:8]2[CH:15]=[CH:16][C:17](B(O)O)=[CH:18][C:7]3=2)[CH:4]=[CH:3]1.Br[C:24]1[CH:25]=[C:26]([C:31]2[N:36]=[C:35]([C:37]3[CH:42]=[CH:41][CH:40]=[CH:39][CH:38]=3)[N:34]=[C:33]([C:43]3[CH:48]=[CH:47][CH:46]=[CH:45][CH:44]=3)[N:32]=2)[CH:27]=[C:28](Br)[CH:29]=1.C([O-])([O-])=O.[K+].[K+].[N:55]1[CH:60]=[CH:59][CH:58]=[CH:57][C:56]=1[C:61]1[CH:66]=[CH:65][C:64](B(O)O)=[CH:63][CH:62]=1>C1C=CC([P]([Pd]([P](C2C=CC=CC=2)(C2C=CC=CC=2)C2C=CC=CC=2)([P](C2C=CC=CC=2)(C2C=CC=CC=2)C2C=CC=CC=2)[P](C2C=CC=CC=2)(C2C=CC=CC=2)C2C=CC=CC=2)(C2C=CC=CC=2)C2C=CC=CC=2)=CC=1.C(O)C.C1(C)C=CC=CC=1>[CH3:1][C:2]1([CH3:22])[CH:14]=[C:13]2[C:5](=[C:6]3[C:11](=[CH:12]2)[CH:10]=[CH:9][C:8]2[CH:15]=[CH:16][C:17]([C:24]4[CH:25]=[C:26]([C:31]5[N:36]=[C:35]([C:37]6[CH:42]=[CH:41][CH:40]=[CH:39][CH:38]=6)[N:34]=[C:33]([C:43]6[CH:48]=[CH:47][CH:46]=[CH:45][CH:44]=6)[N:32]=5)[CH:27]=[C:28]([C:64]5[CH:63]=[CH:62][C:61]([C:56]6[CH:57]=[CH:58][CH:59]=[CH:60][N:55]=6)=[CH:66][CH:65]=5)[CH:29]=4)=[CH:18][C:7]3=2)[CH:4]=[CH:3]1 |f:2.3.4,^1:73,75,94,113|. Reported procedure: In a stream of argon, 185 mg (0.644 mmol) of 9,9-dimethyl-2-benzo[c]fluoreneboronic acid, 300 mg (0.644 mmol) of 2-(3,5-dibromophenyl)-4,6-diphenyl-1,3,5-triazine and 7.44 mg (0.00644 mmol) of tetrakis(triphenylphosphine)palladium were suspended in a mixed solvent composed of 24 mL of toluene and 3 mL of ethanol, and the resultant suspension was heated to 50° C. To the suspension, 1.93 ml (1.93 mmol) of an aqueous 1M K2CO3 solution was gradually added dropwise, and the mixture was stirred for 3 ...